This data is from the Open Reaction Database (ORD), a public repository of structured organic reaction records. The task is: describe an organic reaction: reactants, conditions, products, and yield Starting materials: O=C([O-])O, CC(=O)O, C=Cc1ccncc1, [Na+], [Na+], [Na+], O=S([O-])S(=O)[O-], NS(=O)(=O)c1cc(C(=O)O)cc(S)c1Oc1ccccc1. The product is NS(=O)(=O)c1cc(C(=O)O)cc(SCCc2ccncc2)c1Oc1ccccc1. As a reaction SMILES: [C:22](=[O:23])([O-:24])[OH:25].[CH3:43][C:44](=[O:45])[OH:46].[CH:35](=[CH2:36])[c:37]1[cH:38][cH:39][n:40][cH:41][cH:42]1.[Na+:26].[Na+:33].[Na+:34].[S:27]([S:28]([O-:29])=[O:30])([O-:31])=[O:32].[SH:1][c:2]1[cH:3][c:4]([C:5](=[O:6])[OH:7])[cH:8][c:9]([S:18]([NH2:19])(=[O:20])=[O:21])[c:10]1[O:11][c:12]1[cH:13][cH:14][cH:15][cH:16][cH:17]1>>[S:1]([c:2]1[cH:3][c:4]([C:5](=[O:6])[OH:7])[cH:8][c:9]([S:18]([NH2:19])(=[O:20])=[O:21])[c:10]1[O:11][c:12]1[cH:13][cH:14][cH:15][cH:16][cH:17]1)[CH2:36][CH2:35][c:37]1[cH:38][cH:39][n:40][cH:41][cH:42]1. The reactants are F[B-](F)(F)F.FS(C1=CC=C(C=C1)[N+]#N)(F)(F)(F)F (4-(Pentafluorosulfanyl)benzenediazonium Tetrafluoroborate), FC1=CC=C(C=C)C=C1 (4-fluorostyrene). Reagents/catalysts: C(C)(=O)[O-].[Pd+2].C(C)(=O)[O-] (palladium(II) acetate). The solvent is C(C)O (ethanol), C(C)O (ethanol). Conditions: temperature 70 celsius. The product is FC1=CC=C(C=C1)\C=C\C1=CC=C(C=C1)S(F)(F)(F)(F)F ((E)-4-Fluoro-4′-(pentafluorosulfanyl)stilbene). Isolated yield 80.3%. As a reaction SMILES: F[B-](F)(F)F.[F:6][S:7]([F:19])([F:18])([F:17])([F:16])[C:8]1[CH:13]=[CH:12][C:11]([N+]#N)=[CH:10][CH:9]=1.[F:20][C:21]1[CH:28]=[CH:27][C:24]([CH:25]=[CH2:26])=[CH:23][CH:22]=1>C(O)C.C([O-])(=O)C.[Pd+2].C([O-])(=O)C>[F:20][C:21]1[CH:28]=[CH:27][C:24](/[CH:25]=[CH:26]/[C:11]2[CH:12]=[CH:13][C:8]([S:7]([F:19])([F:18])([F:17])([F:16])[F:6])=[CH:9][CH:10]=2)=[CH:23][CH:22]=1 |f:0.1,4.5.6|. Procedure: A solution of 1 (10.4 mg, 0.0315 mmol) in 0.4 mL of 95% aqueous ethanol was added dropwise to a solution of 4-fluorostyrene (9.8 mg, 0.080 mmol) and palladium(II) acetate (0.2 mg, 0.0009 mmol) in 0.10 g of 95% aqueous ethanol. The reaction mixture was heated on an oil bath at 70° C. for 5 h. After cooling, the mixture was filtered through a pad of Celite 545 and purified by SiO2 column chromatography (9:1 hexane/CH2Cl2) to give 2b (8.2 mg, 77% yield) as colorless crystals; m.p. 85.0-86.2° C. IR ... Reactants: Cl.N[C@H](CC(C)C)C(=O)N (D-leucinamide hydrochloride), C(C1=CC=C(C=C1)OC)=O (p-anisaldehyde), [BH3-]C#N.[Na+] (NaCNBH3). Reagents/catalysts: [Cl-].[Cl-].[Zn+2] (ZnCl2). Run in CO (methanol). Yields the product COC1=CC=C(CN[C@@H](C(=O)N)CC(C)C)C=C1 ((2R)-2-(4-Methoxybenzylamino)-4-methylpentanoic acid amide). RXN SMILES: Cl.[NH2:2][C@@H:3]([C:8]([NH2:10])=[O:9])[CH2:4][CH:5]([CH3:7])[CH3:6].[CH:11](=O)[C:12]1[CH:17]=[CH:16][C:15]([O:18][CH3:19])=[CH:14][CH:13]=1.[BH3-]C#N.[Na+]>CO.[Cl-].[Cl-].[Zn+2]>[CH3:19][O:18][C:15]1[CH:16]=[CH:17][C:12]([CH2:11][NH:2][C@H:3]([CH2:4][CH:5]([CH3:7])[CH3:6])[C:8]([NH2:10])=[O:9])=[CH:13][CH:14]=1 |f:0.1,3.4,6.7.8|. Reported procedure: A solution of D-leucinamide hydrochloride (2.8 g, 16.8 mmol), and p-anisaldehyde (2.29 g, 16.8 mmol) in methanol (150 mL) was treated with anhydrous ZnCl2 (538 mg, 5 mmol). The resulting suspension was then treated with NaCNBH3 (1.05 g, 16.8 mmol) portion wise and heated at reflux for 3 h. The reaction was cooled to rt, quenched with saturated NaHCO3 (3 mL), diluted with EtOAc (500 mL), and washed with brine. Concentration afforded the crude benzyl amine as a white wax, which was carried on with... The product is BrCc1ccc2ncoc2c1. The reactants are O=C1CCC(=O)N1Br, Cc1ccc2ncoc2c1, ClC(Cl)Cl, CC(C)(C#N)N=NC(C)(C)C#N. Reaction SMILES: [Br:11][N:12]1[C:13](=[O:14])[CH2:15][CH2:16][C:17]1=[O:18].[CH3:1][c:2]1[cH:3][c:4]2[c:5]([n:6][cH:7][o:8]2)[cH:9][cH:10]1.[CH:31]([Cl:32])([Cl:33])[Cl:34].[N:19]#[C:20][C:21]([N:22]=[N:23][C:24]([C:25]#[N:26])([CH3:27])[CH3:28])([CH3:29])[CH3:30]>>[CH2:1]([c:2]1[cH:3][c:4]2[c:5]([n:6][cH:7][o:8]2)[cH:9][cH:10]1)[Br:11]. Starting materials: ClC1=NC(=NC(=C1)Cl)N[C@@H](C)C1=CC=C(C=C1)F ((S)-4,6-dichloro-N-[1-(4-fluorophenyl)ethyl]pyrimidine-2-amine), Cl.OCC1(CCNCC1)O (4-(hydroxymethyl)piperidin-4-ol hydrochloride), C(C)(C)N(C(C)C)CC (N,N-diisopropylethylamine). The solvent is C(C)(=O)OCC (ethyl acetate), C(C)OCCO (2-ethoxyethanol). Run at temperature 135 celsius, time 20 hour. Yields the product ClC1=CC(=NC(=N1)N[C@@H](C)C1=CC=C(C=C1)F)N1CCC(CC1)(O)CO ((S)-1-{6-Chloro-2-[1-(4-fluorophenyl)ethylamino]pyrimidin-4-yl}-4-(hydroxymethyl)piperidin-4-ol). The yield is 97.2%. Reaction SMILES: Cl[C:2]1[CH:7]=[C:6]([Cl:8])[N:5]=[C:4]([NH:9][C@H:10]([C:12]2[CH:17]=[CH:16][C:15]([F:18])=[CH:14][CH:13]=2)[CH3:11])[N:3]=1.Cl.[OH:20][CH2:21][C:22]1([OH:28])[CH2:27][CH2:26][NH:25][CH2:24][CH2:23]1.C(N(CC)C(C)C)(C)C>C(OCCO)C.C(OCC)(=O)C>[Cl:8][C:6]1[N:5]=[C:4]([NH:9][C@H:10]([C:12]2[CH:17]=[CH:16][C:15]([F:18])=[CH:14][CH:13]=2)[CH3:11])[N:3]=[C:2]([N:25]2[CH2:26][CH2:27][C:22]([CH2:21][OH:20])([OH:28])[CH2:23][CH2:24]2)[CH:7]=1 |f:1.2|. Reported procedure: 150 mg of (S)-4,6-dichloro-N-[1-(4-fluorophenyl)ethyl]pyrimidine-2-amine and 97 mg of 4-(hydroxymethyl)piperidin-4-ol hydrochloride were dissolved in 3 ml of 2-ethoxyethanol, and 274 μl of N,N-diisopropylethylamine was added thereto, and the mixture was stirred at 135° C. for 20 hours. The reaction solution was air-cooled to room temperature, and then diluted with ethyl acetate. The solution was washed in turn with water and brine and then dried over magnesium sulfate. The solvent was distilled ... Reactants: C[Si](C)(C)Cl, Nc1nc2c(ncn2C2CC(O)C(CO)O2)c(=O)[nH]1, N, O, O=C(Cl)Cc1ccccc1, c1ccncc1. Yields the product O=C(Cc1ccccc1)Nc1nc2c(ncn2C2CC(O)C(CO)O2)c(=O)[nH]1. As a reaction SMILES: [CH3:20][Si:21]([Cl:22])([CH3:23])[CH3:24].[NH2:1][c:2]1[n:3][c:4]2[n:5]([CH:12]3[CH2:13][CH:14]([OH:15])[CH:16]([CH2:17][OH:18])[O:19]3)[cH:6][n:7][c:8]2[c:9](=[O:10])[nH:11]1.[NH3:35].[OH2:42].[c:25]1([CH2:31][C:32](=[O:33])[Cl:34])[cH:26][cH:27][cH:28][cH:29][cH:30]1.[cH:36]1[cH:37][cH:38][n:39][cH:40][cH:41]1>>[NH:1]([c:2]1[n:3][c:4]2[n:5]([CH:12]3[CH2:13][CH:14]([OH:15])[CH:16]([CH2:17][OH:18])[O:19]3)[cH:6][n:7][c:8]2[c:9](=[O:10])[nH:11]1)[C:32]([CH2:31][c:25]1[cH:26][cH:27][cH:28][cH:29][cH:30]1)=[O:33]. Reactants: COC(=O)c1ccc(CCN(C)C2CCN(C(=O)c3ccc(-n4cncn4)cc3)CC2)cc1, CO, N. Product: CN(CCc1ccc(C(N)=O)cc1)C1CCN(C(=O)c2ccc(-n3cncn3)cc2)CC1. Reaction SMILES: [CH3:2][N:3]([CH2:4][CH2:5][c:6]1[cH:7][cH:8][c:9]([C:12](=[O:13])[O:14][CH3:15])[cH:10][cH:11]1)[CH:16]1[CH2:17][CH2:18][N:19]([C:22]([c:23]2[cH:24][cH:25][c:26](-[n:29]3[n:30][cH:31][n:32][cH:33]3)[cH:27][cH:28]2)=[O:34])[CH2:20][CH2:21]1.[CH3:35][OH:36].[NH3:1]>>[NH2:1][C:12]([c:9]1[cH:8][cH:7][c:6]([CH2:5][CH2:4][N:3]([CH3:2])[CH:16]2[CH2:17][CH2:18][N:19]([C:22]([c:23]3[cH:24][cH:25][c:26](-[n:29]4[n:30][cH:31][n:32][cH:33]4)[cH:27][cH:28]3)=[O:34])[CH2:20][CH2:21]2)[cH:11][cH:10]1)=[O:13].